This data is from the Open Reaction Database (ORD), a public repository of structured organic reaction records. The task is: describe an organic reaction: reactants, conditions, products, and yield Reactants: CN(C)C=O, FC(F)(F)c1cnc(Cl)c(Cl)c1, Cc1[nH]cnc1C(F)(F)C(F)(F)C(F)(F)F, [H-], [Na+], O. The product is Cc1c(C(F)(F)C(F)(F)C(F)(F)F)ncn1-c1ncc(C(F)(F)F)cc1Cl. As a reaction SMILES: [CH:32]([N:33]([CH3:34])[CH3:35])=[O:36].[Cl:19][c:20]1[n:21][cH:22][c:23]([C:27]([F:28])([F:29])[F:30])[cH:24][c:25]1[Cl:26].[F:1][C:2]([C:3]([c:4]1[n:5][cH:6][nH:7][c:8]1[CH3:9])([F:10])[F:11])([C:12]([F:13])([F:14])[F:15])[F:16].[H-:17].[Na+:18].[OH2:31]>>[F:1][C:2]([C:3]([c:4]1[n:5][cH:6][n:7](-[c:20]2[n:21][cH:22][c:23]([C:27]([F:28])([F:29])[F:30])[cH:24][c:25]2[Cl:26])[c:8]1[CH3:9])([F:10])[F:11])([C:12]([F:13])([F:14])[F:15])[F:16]. The reactants are ClC1=CC(=C(C(=C1)C=1C=NN(C1)C(C)OCC)C1=CC(=CC(=C1)F)F)C(C)=O (1-{4-chloro-6-[1-(1-ethoxyethyl)-1H-pyrazol-4-yl]-3′,5′-difluorobiphenyl-2-yl}ethanone), C(C)(=O)[O-].[NH4+] (ammonium acetate). Solvent: CO (methanol), C(C)#N (acetonitrile). The product is ClC1=CC(=C(C(=C1)C=1C=NN(C1)C(C)OCC)C1=CC(=CC(=C1)F)F)C(C)N (1-{4-Chloro-6-[1-(1-ethoxyethyl)-1H-pyrazol-4-yl]-3′,5′-difluorobiphenyl-2-yl}ethanamine). Isolated yield 31.5%. As a reaction SMILES: [Cl:1][C:2]1[CH:7]=[C:6]([C:8]2[CH:9]=[N:10][N:11]([CH:13]([O:15][CH2:16][CH3:17])[CH3:14])[CH:12]=2)[C:5]([C:18]2[CH:23]=[C:22]([F:24])[CH:21]=[C:20]([F:25])[CH:19]=2)=[C:4]([C:26](=O)[CH3:27])[CH:3]=1.C([O-])(=O)C.[NH4+:33]>CO.C(#N)C>[Cl:1][C:2]1[CH:7]=[C:6]([C:8]2[CH:9]=[N:10][N:11]([CH:13]([O:15][CH2:16][CH3:17])[CH3:14])[CH:12]=2)[C:5]([C:18]2[CH:19]=[C:20]([F:25])[CH:21]=[C:22]([F:24])[CH:23]=2)=[C:4]([CH:26]([NH2:33])[CH3:27])[CH:3]=1 |f:1.2|. Procedure: A solution of 1-{4-chloro-6-[1-(1-ethoxyethyl)-1H-pyrazol-4-yl]-3′,5′-difluorobiphenyl-2-yl}ethanone (190 mg, 0.47 mmol), ammonium acetate (360 mg, 4.7 mmol) in methanol (2 mL) and acetonitrile (2 mL) was heated at 65° C. for 3 hours. The reaction mixture was quenched with acetic acid (˜100 uL) and poured into sodium bicarbonate (50 mL). This mixture was extracted with dichloromethane (3×60 mL) and the combined organic layers were washed with brine, dried with sodium sulfate, filtered, and conce... Starting materials: CCOC(C)=O, CO, [F-], CC1(O)C(O)C(CO)OC1n1ccc(N)nc1=O, [NH4+]. The product is Nc1ccn(C2OC(CO)C(O)C2O)c(=O)n1. RXN SMILES: [CH3:19][CH2:20][O:21][C:22]([CH3:23])=[O:24].[CH3:27][OH:28].[F-:25].[NH2:1][c:2]1[n:3][c:4](=[O:18])[n:5]([CH:8]2[O:9][CH:10]([CH2:16][OH:17])[CH:11]([OH:15])[C:12]2([CH3:13])[OH:14])[cH:6][cH:7]1.[NH4+:26]>>[NH2:1][c:2]1[n:3][c:4](=[O:18])[n:5]([CH:8]2[O:9][CH:10]([CH2:16][OH:17])[CH:11]([OH:15])[CH:12]2[OH:14])[cH:6][cH:7]1.